Dataset: the Open Reaction Database (ORD), a public repository of structured organic reaction records. Task: describe an organic reaction: reactants, conditions, products, and yield RXN SMILES: [NH2:1][C:2]1[C:11]([C:12]#[N:13])=[C:10](O)[C:9]2[C:4](=[CH:5][CH:6]=[C:7]([N:15]([CH3:17])[CH3:16])[CH:8]=2)[N:3]=1.P(Cl)(Cl)([Cl:20])=O.[OH-].[Na+]>>[NH2:1][C:2]1[C:11]([C:12]#[N:13])=[C:10]([Cl:20])[C:9]2[C:4](=[CH:5][CH:6]=[C:7]([N:15]([CH3:17])[CH3:16])[CH:8]=2)[N:3]=1 |f:2.3|. Starting materials: [OH-].[Na+] (NaOH), NC1=NC2=CC=C(C=C2C(=C1C#N)O)N(C)C (2-amino-3-cyano-4-hydroxy-6-dimethylaminoquinoline), P(=O)(Cl)(Cl)Cl (phosphoryl chloride), ice. Conditions: temperature 120 celsius, time 4 hour. Procedure details: The mixture of 1.7 g of 2-amino-3-cyano-4-hydroxy-6-dimethylaminoquinoline and 3.4 mL of phosphoryl chloride is stirred at 120° C. for 4 hours. The cooled reaction mixture is poured onto 30 g of ice, the pH of the mixture is adjusted to 8 with 10% NaOH solution and the precipitated material is filtered off. After drying 1.5 g of the title compound is obtained, m.p.: 285° C. Yields the product NC1=NC2=CC=C(C=C2C(=C1C#N)Cl)N(C)C (2-Amino-3-cyano-4-chloro-6-dimethylaminoquinoline). Starting materials: 3,3, ice water, C1OC23[C@]4(C)[C@@H]([C@H](C2(OCCO3)OC1)C=O)[C@@H]1CC[C@H]3CCCC([C@]3(C)[C@H]1CC4)=C (17,17-bis(ethylenedioxy)-1-methylene-5α-androstane-15α-carbaldehyde), [I-].C[S+](C)C (trimethylsulfonium iodide), CC(C)(C)[O-].[K+] (potassium tert-butylate). Run in CN(C=O)C (dimethylformamide), ClCCl (dichloromethane). The product is C1OC23[C@]4(C)[C@@H]([C@H](C2(OCCO3)OC1)C1OC1)[C@@H]1CC[C@H]3CCCC([C@]3(C)[C@H]1CC4)=C (17,17-bis(ethylenedioxy)-1-methylene-15α-(2-oxiranyl)5α-androstane). Reaction SMILES: [CH2:1]1[CH2:14][O:13][C:8]23[O:9][CH2:10][CH2:11][O:12][C:3]2([C@:4]2([CH2:29][CH2:28][C@H:27]4[C@@H:17]([CH2:18][CH2:19][C@@H:20]5[C@:25]4([CH3:26])[C:24](=[CH2:30])[CH2:23][CH2:22][CH2:21]5)[C@@H:6]2[C@H:7]3[CH:15]=[O:16])[CH3:5])[O:2]1.[I-].[CH3:32][S+](C)C.CC([O-])(C)C.[K+]>CN(C)C=O.ClCCl>[CH2:11]1[CH2:10][O:9][C:8]23[O:13][CH2:14][CH2:1][O:2][C:3]2([C@:4]2([CH2:29][CH2:28][C@H:27]4[C@@H:17]([CH2:18][CH2:19][C@@H:20]5[C@:25]4([CH3:26])[C:24](=[CH2:30])[CH2:23][CH2:22][CH2:21]5)[C@@H:6]2[C@H:7]3[CH:15]2[CH2:32][O:16]2)[CH3:5])[O:12]1 |f:1.2,3.4|. Procedure details: 3.8 g of 3,3;17,17-bis(ethylenedioxy)-1-methylene-5α-androstane-15α-carbaldehyde in 46 ml of dimethylformamide is stirred under argon with 3.0 g of trimethylsulfonium iodide and 2.3 g of potassium tert-butylate at room temperature. After 30 minutes the reaction mixture is added to ice/water. The precipitated product is suctioned off, dissolved in dichloromethane, washed neutral with water. 3.5 g of 3,3;17,17-bis(ethylenedioxy)-1-methylene-15α-(2-oxiranyl)5α-androstane is obtained as foam. Starting materials: C(C)OC(=O)C=1C(=C(N2N=C(C=C(C21)C2=CC=CC=C2)N2CCOCC2)C2=CC=C(C=C2)OCC2=CC=CC=C2)C(=O)OCC (7-(4-Benzyloxyphenyl)-2-morpholin-4-yl-4-phenyl-pyrrolo[1,2-b]pyridazine-5,6-dicarboxylic acid diethyl ester). Reagents/catalysts: [Pd] (Pd/C). Solvent: CCO (EtOH). Reaction conditions: time 24 hour. Yields the product C(C)OC(=O)C=1C(=C(N2N=C(C=C(C21)C2=CC=CC=C2)N2CCOCC2)C2=CC=C(C=C2)O)C(=O)OCC (7-(4-Hydroxy-phenyl)-2-morpholin-4-yl-4-phenyl-pyrrolo[1,2-b]pyridazine-5,6-dicarboxylic acid diethyl ester). Reaction SMILES: [CH2:1]([O:3][C:4]([C:6]1[C:7]([C:41]([O:43][CH2:44][CH3:45])=[O:42])=[C:8]([C:27]2[CH:32]=[CH:31][C:30]([O:33]CC3C=CC=CC=3)=[CH:29][CH:28]=2)[N:9]2[C:14]=1[C:13]([C:15]1[CH:20]=[CH:19][CH:18]=[CH:17][CH:16]=1)=[CH:12][C:11]([N:21]1[CH2:26][CH2:25][O:24][CH2:23][CH2:22]1)=[N:10]2)=[O:5])[CH3:2]>CCO.[Pd]>[CH2:1]([O:3][C:4]([C:6]1[C:7]([C:41]([O:43][CH2:44][CH3:45])=[O:42])=[C:8]([C:27]2[CH:28]=[CH:29][C:30]([OH:33])=[CH:31][CH:32]=2)[N:9]2[C:14]=1[C:13]([C:15]1[CH:16]=[CH:17][CH:18]=[CH:19][CH:20]=1)=[CH:12][C:11]([N:21]1[CH2:22][CH2:23][O:24][CH2:25][CH2:26]1)=[N:10]2)=[O:5])[CH3:2]. Reported procedure: 10% Pd/C was added to a solution of 37 in 95% EtOH (20 mL). The reaction mixture was stirred at ambient temperature under a H2 atmosphere for 24 h. The reaction mixture was filtered through celite and the filtrate was concentrated in vacuo. The resulting residue was triturated in 1:1 Et2O/hexane and the precipitate was collected by vacuum filtration to provide the title compound as an off-white solid. 1H NMR (DMSO-d6) δ 0.85 (t, J=7.1 Hz, 3H), 1.07 (t, J=7.1 Hz, 3H), 3.38 (m, 4H), 3.51 (q, J=7.2... Reactants: c1cn(CCCNCC2CC2)cn1, CNS(=O)(=O)CCCC(C)N(c1cc(Cl)ccc1CO)S(=O)(=O)c1ccc(Cl)cc1. Product: CC(CCCS(=O)(=O)N(CCCn1ccnc1)CC1CC1)N(c1cc(Cl)ccc1CO)S(=O)(=O)c1ccc(Cl)cc1. Reaction SMILES: [CH:31]1([CH2:34][NH:35][CH2:36][CH2:37][CH2:38][n:39]2[cH:40][n:41][cH:42][cH:43]2)[CH2:32][CH2:33]1.[Cl:1][c:2]1[cH:3][cH:4][c:5]([S:8](=[O:9])(=[O:10])[N:11]([CH:12]([CH2:13][CH2:14][CH2:15][S:16](=[O:17])(=[O:18])[NH:19][CH3:20])[CH3:21])[c:22]2[c:23]([CH2:29][OH:30])[cH:24][cH:25][c:26]([Cl:28])[cH:27]2)[cH:6][cH:7]1>>[Cl:1][c:2]1[cH:3][cH:4][c:5]([S:8](=[O:9])(=[O:10])[N:11]([CH:12]([CH2:13][CH2:14][CH2:15][S:16](=[O:17])(=[O:18])[N:35]([CH2:34][CH:31]2[CH2:32][CH2:33]2)[CH2:36][CH2:37][CH2:38][n:39]2[cH:40][n:41][cH:42][cH:43]2)[CH3:21])[c:22]2[c:23]([CH2:29][OH:30])[cH:24][cH:25][c:26]([Cl:28])[cH:27]2)[cH:6][cH:7]1.